Dataset: the Open Reaction Database (ORD), a public repository of structured organic reaction records. Task: describe an organic reaction: reactants, conditions, products, and yield Procedure: A solution of ethyl 4-ethyl-3-methoxyphenylacetate (4f; 3.0 g; 13.50 mmol) and CH2Cl2 (80 mL) cooled to −78° C. and a solution of (5.10 mL; 53.94 mmol; 1.0 M in CH2Cl2) over 30 min. After 1 at −78° C. the reaction was allowed to warm to rt and stirred for 12 h. The reaction was cooled in an ice-water bath and the reaction quenched with 20 mL of water. The aqueous phase was extracted with CH2Cl2:EtOAc (4:1 v/v), dried (Na2SO4), filtered and evaporated. The crude product was purified by silica gel... Reaction conditions: time 12 hour. Reactants: C(C)C1=C(C=C(C=C1)CC(=O)OCC)OC (ethyl 4-ethyl-3-methoxyphenylacetate). The solvent is C(Cl)Cl (CH2Cl2), C(Cl)Cl (CH2Cl2). As a reaction SMILES: [CH2:1]([C:3]1[CH:8]=[CH:7][C:6]([CH2:9][C:10]([O:12][CH2:13][CH3:14])=[O:11])=[CH:5][C:4]=1[O:15]C)[CH3:2]>C(Cl)Cl>[OH:15][C:4]1[CH:5]=[C:6]([CH2:9][C:10]([O:12][CH2:13][CH3:14])=[O:11])[CH:7]=[CH:8][C:3]=1[CH2:1][CH3:2]. Yields the product OC=1C=C(C=CC1CC)CC(=O)OCC (Ethyl 3-hydroxy-4-ethylphenylacetate). The yield is 71.1%. Reactants: C(C)(C)(C)OC(=O)N1CCC(CC1)C(C1=CC(=C(C=C1)OCC)F)=O (4-(4-ethoxy-3-fluoro-benzoyl)-piperidine-1-carboxylic acid tert-butyl ester), C(=O)(C(F)(F)F)O (TFA). Solvent: C(Cl)Cl (DCM). Conditions: time 2.5 hour. Yields the product C(C)OC1=C(C=C(C=C1)C(=O)C1CCNCC1)F ((4-Ethoxy-3-fluoro-phenyl)-piperidin-4-yl-methanone). Isolated yield 91.1%. RXN SMILES: C(OC([N:8]1[CH2:13][CH2:12][CH:11]([C:14](=[O:25])[C:15]2[CH:20]=[CH:19][C:18]([O:21][CH2:22][CH3:23])=[C:17]([F:24])[CH:16]=2)[CH2:10][CH2:9]1)=O)(C)(C)C.C(O)(C(F)(F)F)=O>C(Cl)Cl>[CH2:22]([O:21][C:18]1[CH:19]=[CH:20][C:15]([C:14]([CH:11]2[CH2:12][CH2:13][NH:8][CH2:9][CH2:10]2)=[O:25])=[CH:16][C:17]=1[F:24])[CH3:23]. Reported procedure: To a solution of 4-(4-ethoxy-3-fluoro-benzoyl)-piperidine-1-carboxylic acid tert-butyl ester (0.95 g, 2.70 mmol) in 10 mL of DCM, was added 2 mL of TFA. The reaction mixture was stirred at ambient temperature for 2.5 hours, and then solvent was removed by reduced pressure to yield the title product (0.65 g, 2.46 mmol). MS (ESI) m/z 252.0 (M+H+); HPLC (Novapak 150×3.9 mm C-18 column: mobile phase: 35-90% acetonitrile/water with 0.1% TFA, at 2 mL/min over 2 min.) t 1.43 min. Reactants: CC(C)(C)OC(=O)NCCC(O)c1ccoc1, CN(C)C=O, N#Cc1cc(F)c(Cl)cc1F, [H-], [Na+]. Yields the product CC(C)(C)OC(=O)NCCC(Oc1cc(Cl)c(F)cc1C#N)c1ccoc1. RXN SMILES: [CH3:1][C:2]([CH3:3])([CH3:4])[O:5][C:6]([NH:7][CH2:8][CH2:9][CH:10]([OH:11])[c:12]1[cH:13][o:14][cH:15][cH:16]1)=[O:17].[CH3:31][N:32]([CH3:33])[CH:34]=[O:35].[Cl:18][c:19]1[cH:20][c:21]([F:28])[c:22]([C:23]#[N:24])[cH:25][c:26]1[F:27].[H-:29].[Na+:30]>>[CH3:1][C:2]([CH3:3])([CH3:4])[O:5][C:6]([NH:7][CH2:8][CH2:9][CH:10]([O:11][c:21]1[cH:20][c:19]([Cl:18])[c:26]([F:27])[cH:25][c:22]1[C:23]#[N:24])[c:12]1[cH:13][o:14][cH:15][cH:16]1)=[O:17]. Starting materials: [BH4-].[Na+] (sodium borohydride), C(C)(=O)C(CCCCCCC(=O)OCC)CCC=C(CCCCC)C (ethyl 8-acetyl-12-methyl-11-heptadecenoate), Mercuric acetate, O (water). Run in O1CCCC1 (tetrahydrofuran), O1CCCC1 (tetrahydrofuran), [OH-].[Na+] (sodium hydroxide), [OH-].[Na+] (sodium hydroxide). Reaction conditions: time 24 hour. Yields the product C(C)(=O)C(CCCCCCC(=O)OCC)CCCC(CCCCC)(C)O (Ethyl 8-Acetyl-12-hydroxy-12-methylheptadecanoate). RXN SMILES: [C:1]([CH:4]([CH2:16][CH2:17][CH:18]=[C:19]([CH3:25])[CH2:20][CH2:21][CH2:22][CH2:23][CH3:24])[CH2:5][CH2:6][CH2:7][CH2:8][CH2:9][CH2:10][C:11]([O:13][CH2:14][CH3:15])=[O:12])(=[O:3])[CH3:2].[BH4-].[Na+].[OH2:28]>O1CCCC1.[OH-].[Na+]>[C:1]([CH:4]([CH2:16][CH2:17][CH2:18][C:19]([OH:28])([CH3:25])[CH2:20][CH2:21][CH2:22][CH2:23][CH3:24])[CH2:5][CH2:6][CH2:7][CH2:8][CH2:9][CH2:10][C:11]([O:13][CH2:14][CH3:15])=[O:12])(=[O:3])[CH3:2] |f:1.2,5.6|. Reported procedure: Mercuric acetate (3.8 g., 0.012 mole) is dissolved in water (12 ml.) and tetrahydrofuran (20 ml.) is added to give a suspension of a yellow solid. Then, ethyl 8-acetyl-12-methyl-11-heptadecenoate (4.2 g., 0.012 mole) in tetrahydrofuran (20 ml.) is added, and the mixture stirred at room temperature for 24 hours. After 6 hours, the yellow suspended solid has disappeared and a cloudy solution results. To the solution is added 3M sodium hydroxide solution (12 ml.), followed by 0.5M sodium borohydrid... Starting materials: BrC(Br)(Br)Br, Cc1cc(C)c(CNC(=O)c2cc(-c3ccc(CO)cc3)nc3c2cnn3C(C)C)c(=O)[nH]1, ClCCl, c1ccc(P(c2ccccc2)c2ccccc2)cc1. Product: Cc1cc(C)c(CNC(=O)c2cc(-c3ccc(CBr)cc3)nc3c2cnn3C(C)C)c(=O)[nH]1. Reaction SMILES: [Br:53][C:54]([Br:55])([Br:56])[Br:57].[CH3:1][c:2]1[c:3]([CH2:10][NH:11][C:12](=[O:13])[c:14]2[c:15]3[c:16]([n:17][c:18](-[c:20]4[cH:21][cH:22][c:23]([CH2:26][OH:27])[cH:24][cH:25]4)[cH:19]2)[n:28]([CH:31]([CH3:32])[CH3:33])[n:29][cH:30]3)[c:4](=[O:9])[nH:5][c:6]([CH3:8])[cH:7]1.[Cl:58][CH2:59][Cl:60].[c:34]1([P:35]([c:36]2[cH:37][cH:38][cH:39][cH:40][cH:41]2)[c:42]2[cH:43][cH:44][cH:45][cH:46][cH:47]2)[cH:48][cH:49][cH:50][cH:51][cH:52]1>>[CH3:1][c:2]1[c:3]([CH2:10][NH:11][C:12](=[O:13])[c:14]2[c:15]3[c:16]([n:17][c:18](-[c:20]4[cH:21][cH:22][c:23]([CH2:26][Br:53])[cH:24][cH:25]4)[cH:19]2)[n:28]([CH:31]([CH3:32])[CH3:33])[n:29][cH:30]3)[c:4](=[O:9])[nH:5][c:6]([CH3:8])[cH:7]1. The reactants are COC(=O)CBr, O=C([O-])[O-], CC(C)=O, Oc1ccc(C(F)(F)F)cc1, [K+], [K+]. Product: COC(=O)COc1ccc(C(F)(F)F)cc1. Reaction SMILES: [Br:18][CH2:19][C:20](=[O:21])[O:22][CH3:23].[C:12](=[O:13])([O-:14])[O-:15].[CH3:24][C:25](=[O:26])[CH3:27].[F:1][C:2]([c:3]1[cH:4][cH:5][c:6]([OH:9])[cH:7][cH:8]1)([F:10])[F:11].[K+:16].[K+:17]>>[F:1][C:2]([c:3]1[cH:4][cH:5][c:6]([O:9][CH2:19][C:20](=[O:21])[O:22][CH3:23])[cH:7][cH:8]1)([F:10])[F:11]. Reactants: C1CCNCC1, CC(C)(C)OC(=O)N1CCC(OS(C)(=O)=O)C1. The product is CC(C)(C)OC(=O)N1CCC(N2CCCCC2)C1. As a reaction SMILES: [CH2:18]1[CH2:19][CH2:20][NH:21][CH2:22][CH2:23]1.[CH3:1][S:2]([O:3][CH:6]1[CH2:7][N:8]([C:11](=[O:12])[O:13][C:14]([CH3:15])([CH3:16])[CH3:17])[CH2:9][CH2:10]1)(=[O:4])=[O:5]>>[CH:6]1([N:21]2[CH2:20][CH2:19][CH2:18][CH2:23][CH2:22]2)[CH2:7][N:8]([C:11](=[O:12])[O:13][C:14]([CH3:15])([CH3:16])[CH3:17])[CH2:9][CH2:10]1. The reactants are CC(C)(C)OC(=O)N1CCc2cc(NC(=O)OCc3cc(Cl)cc(Cl)c3)ccc2C1, CCCO, CC(C)O, CCOCC, Cl. Product: O=C(Nc1ccc2c(c1)CCNC2)OCc1cc(Cl)cc(Cl)c1. RXN SMILES: [C:1]([O:2][C:3](=[O:4])[N:8]1[CH2:9][c:10]2[cH:11][cH:12][c:13]([NH:18][C:19](=[O:20])[O:21][CH2:22][c:23]3[cH:24][c:25]([Cl:30])[cH:26][c:27]([Cl:29])[cH:28]3)[cH:14][c:15]2[CH2:16][CH2:17]1)([CH3:5])([CH3:6])[CH3:7].[CH2:32]([OH:33])[CH2:34][CH3:35].[CH3:36][CH:37]([OH:38])[CH3:39].[CH3:40][CH2:41][O:42][CH2:43][CH3:44].[ClH:31]>>[NH:8]1[CH2:9][c:10]2[cH:11][cH:12][c:13]([NH:18][C:19](=[O:20])[O:21][CH2:22][c:23]3[cH:24][c:25]([Cl:30])[cH:26][c:27]([Cl:29])[cH:28]3)[cH:14][c:15]2[CH2:16][CH2:17]1.